The task is: describe an organic reaction: reactants, conditions, products, and yield. This data is from the Open Reaction Database (ORD), a public repository of structured organic reaction records. The reactants are O=C([O-])[O-], C1CCOC1, [Cs+], [Cs+], Nc1cc(F)cc(F)c1, C1COCCO1, Cc1nc(C(=O)Nc2ccnc(CO)c2)c(Br)s1, CC1(C)c2cccc(P(c3ccccc3)c3ccccc3)c2Oc2c(P(c3ccccc3)c3ccccc3)cccc21. Product: Cc1nc(C(=O)Nc2ccnc(CO)c2)c(Nc2cc(F)cc(F)c2)s1. RXN SMILES: [C:70](=[O:71])([O-:72])[O-:73].[CH2:76]1[O:77][CH2:78][CH2:79][CH2:80]1.[Cs+:74].[Cs+:75].[F:61][c:62]1[cH:63][c:64]([NH2:65])[cH:66][c:67]([F:69])[cH:68]1.[O:81]1[CH2:82][CH2:83][O:84][CH2:85][CH2:86]1.[OH:1][CH2:2][c:3]1[n:4][cH:5][cH:6][c:7]([NH:9][C:10](=[O:11])[c:12]2[n:13][c:14]([CH3:18])[s:15][c:16]2[Br:17])[cH:8]1.[c:19]1([P:20]([c:21]2[cH:22][cH:23][cH:24][cH:25][cH:26]2)[c:27]2[c:28]3[c:52]([cH:53][cH:54][cH:55]2)[C:49]([CH3:50])([CH3:51])[c:31]2[c:30]([c:35]([P:36]([c:37]4[cH:38][cH:39][cH:40][cH:41][cH:42]4)[c:43]4[cH:44][cH:45][cH:46][cH:47][cH:48]4)[cH:34][cH:33][cH:32]2)[O:29]3)[cH:56][cH:57][cH:58][cH:59][cH:60]1>>[OH:1][CH2:2][c:3]1[n:4][cH:5][cH:6][c:7]([NH:9][C:10](=[O:11])[c:12]2[n:13][c:14]([CH3:18])[s:15][c:16]2[NH:65][c:64]2[cH:63][c:62]([F:61])[cH:68][c:67]([F:69])[cH:66]2)[cH:8]1. The reactants are [H-].[Na+] (sodium hydride), BrC1(OC(C=C1)=O)C(=O)OC (methyl 2-bromo-2,5-dihydro-5-oxo-2-furancarboxylate), C1(=CC=CC=C1)CC(=O)N[C@H]1C(NOC1)=O ((4R)-4-phenylacetamido-3-isoxazolidinone). Solvent: CN(C=O)C (N,N-dimethylformamide), CN(C=O)C (N,N-dimethylformamide), O (water), C(C)(=O)OCC (ethyl acetate), C(C)(=O)OCC (ethyl acetate). Yields the product C1(=CC=CC=C1)CC(=O)N[C@H]1C(N(OC1)C1(OC(C=C1)=O)C(=O)OC)=O (methyl 2-[(4R)-4-phenylacetamido-3-oxo-2-isoxazolidinyl]-5-oxo-2,5-dihydro-2-furancarboxylate). Yield: 8.9%. Reaction SMILES: [C:1]1([CH2:7][C:8]([NH:10][C@@H:11]2[CH2:15][O:14][NH:13][C:12]2=[O:16])=[O:9])[CH:6]=[CH:5][CH:4]=[CH:3][CH:2]=1.[H-].[Na+].Br[C:20]1([C:26]([O:28][CH3:29])=[O:27])[CH:24]=[CH:23][C:22](=[O:25])[O:21]1>CN(C)C=O.C(OCC)(=O)C.O>[C:1]1([CH2:7][C:8]([NH:10][C@@H:11]2[CH2:15][O:14][N:13]([C:20]3([C:26]([O:28][CH3:29])=[O:27])[CH:24]=[CH:23][C:22](=[O:25])[O:21]3)[C:12]2=[O:16])=[O:9])[CH:6]=[CH:5][CH:4]=[CH:3][CH:2]=1 |f:1.2|. Procedure details: In 3 ml of anhydrous N,N-dimethylformamide was dissolved 220 mg of (4R)-4-phenylacetamido-3-isoxazolidinone. To the solution were added, under ice-cooling and stirring, 60 mg of sodium hydride (50% mineral oil) and 0.5 ml of anhydrous N,N-dimethylformamide solution dissolving 220 mg of the Compound (26) obtained in Example 26. The reaction solution was stirred for 69 minutes under ice-cooling, which was then poured into a mixture of ethyl acetate and water. The ethyl acetate layer was taken, was... Reactants: COCC1=CC=CC=2C3=CC=CC=C3C(C12)C(=O)O (1-methoxymethyl-9-fluorenecarboxylic acid). Run in C1CCOC1 (THF), C1CCOC1 (THF). Reaction conditions: time 8 hour. Yields the product COCC1=CC=CC=2C3=CC=CC=C3C(C12)CO (1-methoxymethyl-9-fluorenemethanol). Isolated yield 80.7%. RXN SMILES: [CH3:1][O:2][CH2:3][C:4]1[C:16]2[CH:15]([C:17](O)=[O:18])[C:14]3[C:9](=[CH:10][CH:11]=[CH:12][CH:13]=3)[C:8]=2[CH:7]=[CH:6][CH:5]=1>C1COCC1>[CH3:1][O:2][CH2:3][C:4]1[C:16]2[CH:15]([CH2:17][OH:18])[C:14]3[C:9](=[CH:10][CH:11]=[CH:12][CH:13]=3)[C:8]=2[CH:7]=[CH:6][CH:5]=1. Reported procedure: A solution of 1-methoxymethyl-9-fluorenecarboxylic acid (3.4 g, 13.4 mmol) in 100 mL of THF was charged with 1M THF solution of BH3 -THF complex (30.0 mL, 30.0 mmol) at 0° C. The reaction mixture was stirred overnight at room temperature then quenched with water (100 mL). The organic layer was washed with 10% potassium carbonate solution, water, brine, dried over magnesium sulfate and evaporated. Short path chromatography of the residual oil (silica, 25% ethyl acetate in hexane) afforded 1-metho... Starting materials: O=c1[nH]c2ncc(Br)nc2n1Cc1cccc([N+](=O)[O-])c1, O=C([O-])[O-], COc1cc(B(O)O)cc(OC)c1OC, [K+], [K+], C1COCCO1. The product is COc1cc(-c2cnc3[nH]c(=O)n(Cc4cccc([N+](=O)[O-])c4)c3n2)cc(OC)c1OC. As a reaction SMILES: [Br:1][c:2]1[cH:3][n:4][c:5]2[c:6]([n:7]1)[n:8]([CH2:12][c:13]1[cH:14][c:15]([N+:19](=[O:20])[O-:21])[cH:16][cH:17][cH:18]1)[c:9](=[O:11])[nH:10]2.[C:37](=[O:38])([O-:39])[O-:40].[CH3:22][O:23][c:24]1[cH:25][c:26]([B:34]([OH:35])[OH:36])[cH:27][c:28]([O:32][CH3:33])[c:29]1[O:30][CH3:31].[K+:41].[K+:42].[O:43]1[CH2:44][CH2:45][O:46][CH2:47][CH2:48]1>>[c:2]1(-[c:26]2[cH:25][c:24]([O:23][CH3:22])[c:29]([O:30][CH3:31])[c:28]([O:32][CH3:33])[cH:27]2)[cH:3][n:4][c:5]2[c:6]([n:7]1)[n:8]([CH2:12][c:13]1[cH:14][c:15]([N+:19](=[O:20])[O-:21])[cH:16][cH:17][cH:18]1)[c:9](=[O:11])[nH:10]2. Reactants: O=C([O-])[O-], C1CNCCN1, Cc1cccc(C)c1OCCBr, CCC(C)=O, [I-], [K+], [K+], [Na+]. Yields the product Cc1cccc(C)c1OCCN1CCNCC1. Reaction SMILES: [C:15](=[O:16])([O-:17])[O-:18].[CH2:21]1[CH2:22][NH:23][CH2:24][CH2:25][NH:26]1.[CH3:1][c:2]1[c:3]([O:4][CH2:5][CH2:6][Br:7])[c:8]([CH3:12])[cH:9][cH:10][cH:11]1.[CH3:27][C:28]([CH2:29][CH3:30])=[O:31].[I-:14].[K+:19].[K+:20].[Na+:13]>>[CH3:1][c:2]1[c:3]([O:4][CH2:5][CH2:6][N:23]2[CH2:22][CH2:21][NH:26][CH2:25][CH2:24]2)[c:8]([CH3:12])[cH:9][cH:10][cH:11]1. Reactants: ClC1=NC(=CC=C1O)Cl (2,6-dichloro-3-pyridinol), C(C)OC(C(C)Br)=O (2-bromopropionic acid ethyl ester), 127.2, C([O-])([O-])=O.[Na+].[Na+] (sodium carbonate). Run in C(C)#N (acetonitrile). The product is C(C)OC(C(C)OC=1C(=NC(=CC1)Cl)Cl)=O (2-[(2,6-dichloro-3-pyridyl)oxy]propionic acid ethyl ester). RXN SMILES: [Cl:1][C:2]1[C:7]([OH:8])=[CH:6][CH:5]=[C:4]([Cl:9])[N:3]=1.[CH2:10]([O:12][C:13](=[O:17])[CH:14](Br)[CH3:15])[CH3:11].C(=O)([O-])[O-].[Na+].[Na+]>C(#N)C>[CH2:10]([O:12][C:13](=[O:17])[CH:14]([O:8][C:7]1[C:2]([Cl:1])=[N:3][C:4]([Cl:9])=[CH:5][CH:6]=1)[CH3:15])[CH3:11] |f:2.3.4|. Procedure: 164 g (1 mole) of 2,6-dichloro-3-pyridinol, 1500 ml of acetonitrile, 253.4 g (1.4 moles) of 2-bromopropionic acid ethyl ester and 127.2 (1.2 moles) of sodium carbonate are refluxed for 3 hours. The reaction mixture is then cooled, filtered, and concentrated in a rotary evaporator. The residue is taken up in ether and washed with 2N sodium hydroxide solution. After drying with magnesium sulphate, the solution is concentrated by evaporation and distilled in vacuo; a clear oil distills at 110°-140°...